Dataset: the Open Reaction Database (ORD), a public repository of structured organic reaction records. Task: describe an organic reaction: reactants, conditions, products, and yield Starting materials: C1=CC=CC=2CN(CC3=C(C21)C=CC=C3)C(OCC)=N (ethyl 5,7-dihydro-6H-dibenz[c,e]azepine-6-carboximidate), BrC1=CC=C(C(=O)Cl)C=C1 (p-bromobenzoyl chloride). Yields the product BrC1=CC=C(C(=O)N=C(OCC)N2CC3=C(C4=C(C2)C=CC=C4)C=CC=C3)C=C1 (ethyl N-(p-bromobenzoyl)-5,7-dihydro-6H-dibenz[c,e]azepine-6-carboximidate). Reaction SMILES: [CH:1]1[C:11]2[C:10]3[CH:12]=[CH:13][CH:14]=[CH:15][C:9]=3[CH2:8][N:7]([C:16](=[NH:20])[O:17][CH2:18][CH3:19])[CH2:6][C:5]=2[CH:4]=[CH:3][CH:2]=1.[Br:21][C:22]1[CH:30]=[CH:29][C:25]([C:26](Cl)=[O:27])=[CH:24][CH:23]=1>>[Br:21][C:22]1[CH:30]=[CH:29][C:25]([C:26]([N:20]=[C:16]([N:7]2[CH2:6][C:5]3[CH:4]=[CH:3][CH:2]=[CH:1][C:11]=3[C:10]3[CH:12]=[CH:13][CH:14]=[CH:15][C:9]=3[CH2:8]2)[O:17][CH2:18][CH3:19])=[O:27])=[CH:24][CH:23]=1. Reported procedure: starting from ethyl 5,7-dihydro-6H-dibenz[c,e]azepine-6-carboximidate and p-bromobenzoyl chloride, there is obtained ethyl N-(p-bromobenzoyl)-5,7-dihydro-6H-dibenz[c,e]azepine-6-carboximidate, m.p. 116°-117° C.; The reactants are C(CCC)N=C=O (butylisocyanate), NC1=CC=C(N=N1)N1CCN(CC1)C(=O)C1=C(C=CC=C1)C(F)(F)F ([4-(6-aminopyridazin-3-yl)piperazin-1-yl](2-trifluoromethylphenyl)methanone). Product: C(CCC)NC(=O)NC=1N=NC(=CC1)N1CCN(CC1)C(C1=C(C=CC=C1)C(F)(F)F)=O (1-BUTYL-3-{6-[4-(2-TRIFLUOROMETHYLBENZOYL)PIPERAZIN-1-YL]PYRIDAZIN-3-YL}UREA), solid. Isolated yield 92.0%. As a reaction SMILES: [CH2:1]([N:5]=[C:6]=[O:7])[CH2:2][CH2:3][CH3:4].[NH2:8][C:9]1[N:14]=[N:13][C:12]([N:15]2[CH2:20][CH2:19][N:18]([C:21]([C:23]3[CH:28]=[CH:27][CH:26]=[CH:25][C:24]=3[C:29]([F:32])([F:31])[F:30])=[O:22])[CH2:17][CH2:16]2)=[CH:11][CH:10]=1>>[CH2:1]([NH:5][C:6]([NH:8][C:9]1[N:14]=[N:13][C:12]([N:15]2[CH2:16][CH2:17][N:18]([C:21](=[O:22])[C:23]3[CH:28]=[CH:27][CH:26]=[CH:25][C:24]=3[C:29]([F:32])([F:31])[F:30])[CH2:19][CH2:20]2)=[CH:11][CH:10]=1)=[O:7])[CH2:2][CH2:3][CH3:4]. Reported procedure: Following the procedure of Example 5, making variations only as required to use butylisocyanate in place of (2-isocyanatocyclopropyl)benzene to react with [4-(6-aminopyridazin-3-yl)piperazin-1-yl](2-trifluoromethylphenyl)methanone, the title compound was obtained as a white solid (92% yield). 1H NMR (500 MHz, CDCl3) δ 7.84, 7.74, 7.63, 7.56, 7.36, 7.08, 4.00-4.07, 3.88-3.94, 3.54-3.66, 3.42-3.46, 3.27-3.36, 1.51-1.57, 1.30-1.40, 0.89. MS (ES+) m/z 451 (M+1). Starting materials: CSCCC(NC(=O)OC(C)(C)C)C(=O)N(C)CCCc1ccccc1, CCOC(C)=O, Cl. Yields the product CSCCC(N)C(=O)N(C)CCCc1ccccc1. Reaction SMILES: [C:1]([O:2][C:3](=[O:4])[NH:8][CH:9]([CH2:10][CH2:11][S:12][CH3:13])[C:14](=[O:15])[N:16]([CH2:17][CH2:18][CH2:19][c:20]1[cH:21][cH:22][cH:23][cH:24][cH:25]1)[CH3:26])([CH3:5])([CH3:6])[CH3:7].[C:27]([O:28][CH2:29][CH3:30])(=[O:31])[CH3:32].[ClH:33]>>[NH2:8][CH:9]([CH2:10][CH2:11][S:12][CH3:13])[C:14](=[O:15])[N:16]([CH2:17][CH2:18][CH2:19][c:20]1[cH:21][cH:22][cH:23][cH:24][cH:25]1)[CH3:26]. Reactants: C[Si](C1=CC2=C(O1)C(C1=CC=CC=C1C2=O)=O)(C)C (2-trimethylsilyl-naphtho[2,3-b]furan-4,9-dione), BrBr (bromine). Run in C(C)#N (acetonitrile), C(C)#N (acetonitrile). Conditions: time 30 minute. Yields the product BrC1=CC2=C(O1)C(C1=CC=CC=C1C2=O)=O (2-bromo-naphtho[2,3-b]furan-4,9-dione). The yield is 90.2%. As a reaction SMILES: C[Si](C)(C)[C:3]1[O:7][C:6]2[C:8](=[O:17])[C:9]3[C:14]([C:15](=[O:16])[C:5]=2[CH:4]=1)=[CH:13][CH:12]=[CH:11][CH:10]=3.[Br:20]Br>C(#N)C>[Br:20][C:3]1[O:7][C:6]2[C:8](=[O:17])[C:9]3[C:14]([C:15](=[O:16])[C:5]=2[CH:4]=1)=[CH:13][CH:12]=[CH:11][CH:10]=3. Procedure details: To the solution of 0.8 gram (3.0 mmoles) of 2-trimethylsilyl-naphtho[2,3-b]furan-4,9-dione in 20 mL of acetonitrile at room temperature, 0.53 grams (3.3 mmoles) of bromine in 20 mL of acetonitrile was added dropwise over 5 minutes. The mixture was further stirred for 30 minutes at room temperature, and then evaporated to dryness. The residue was crystallized in ethanol/water. Pure crystal product was filtered and dried under vacuum. 0.75 grams of product (yield 90%) was obtained and characterize... Procedure details: To a 50 mL dried round bottom flask containing a degassed solution of 4-phenyl-1-oxa-3-azaspiro[4.5]decan-2-one (1 eq., 1.73 mmol) and 4-iodo-N-(quinolin-8-yl)benzamide (1.2 eq.) in DMF (15 mL), potassium carbonate (2.5 eq.) and trans (N,N)-dimethyl cyclohexanediamine (0.5 eq.), was added CuI (0.1 eq). The resulting mixture was then stirred at 120° C. for 15 hours. Reaction progress was monitored by TLC (TLC eluent: 10% MeOH in DCM). The reaction mixture was cooled and poured into crushed ice (5... The reagents and catalysts are [Cu]I (CuI). Run at temperature 120 celsius, time 15 hour. The product is O=C1OC2(C(N1C1=CC=C(C(=O)NC=3C=CC=C4C=CC=NC34)C=C1)C1=CC=CC=C1)CCCCC2 (4-(2-oxo-4-phenyl-1-oxa-3-azaspiro[4.5]decan-3-yl)-N-(quinolin-8-yl)benzamide). Run in C(Cl)Cl (DCM), CN(C)C=O (DMF). Reactants: C1(=CC=CC=C1)C1NC(OC12CCCCC2)=O (4-phenyl-1-oxa-3-azaspiro[4.5]decan-2-one), IC1=CC=C(C(=O)NC=2C=CC=C3C=CC=NC23)C=C1 (4-iodo-N-(quinolin-8-yl)benzamide), C([O-])([O-])=O.[K+].[K+] (potassium carbonate), (N,N)-dimethyl cyclohexanediamine, CO (MeOH), ice. Reaction SMILES: [C:1]1([CH:7]2[C:11]3([CH2:16][CH2:15][CH2:14][CH2:13][CH2:12]3)[O:10][C:9](=[O:17])[NH:8]2)[CH:6]=[CH:5][CH:4]=[CH:3][CH:2]=1.I[C:19]1[CH:37]=[CH:36][C:22]([C:23]([NH:25][C:26]2[CH:27]=[CH:28][CH:29]=[C:30]3[C:35]=2[N:34]=[CH:33][CH:32]=[CH:31]3)=[O:24])=[CH:21][CH:20]=1.C(=O)([O-])[O-].[K+].[K+].CO>CN(C=O)C.C(Cl)Cl.[Cu]I>[O:17]=[C:9]1[N:8]([C:19]2[CH:37]=[CH:36][C:22]([C:23]([NH:25][C:26]3[CH:27]=[CH:28][CH:29]=[C:30]4[C:35]=3[N:34]=[CH:33][CH:32]=[CH:31]4)=[O:24])=[CH:21][CH:20]=2)[CH:7]([C:1]2[CH:2]=[CH:3][CH:4]=[CH:5][CH:6]=2)[C:11]2([CH2:16][CH2:15][CH2:14][CH2:13][CH2:12]2)[O:10]1 |f:2.3.4|. The yield is 11.0%. The reactants are SCCOCCS (2-mercaptoethyl ether), C(C=C)(=O)OCC1CO1 (glycidyl acrylate). Product: C(CCSCCOCCSCCC(=O)OCC1CO1)(=O)OCC1CO1 (diglycidyl 4,10-dithia-7-oxatridecanedioate). RXN SMILES: [SH:1][CH2:2][CH2:3][O:4][CH2:5][CH2:6][SH:7].[C:8]([O:12][CH2:13][CH:14]1[O:16][CH2:15]1)(=[O:11])[CH:9]=[CH2:10]>>[C:8]([O:12][CH2:13][CH:14]1[O:16][CH2:15]1)(=[O:11])[CH2:9][CH2:10][S:1][CH2:2][CH2:3][O:4][CH2:5][CH2:6][S:7][CH2:10][CH2:9][C:8]([O:12][CH2:13][CH:14]1[O:16][CH2:15]1)=[O:11]. Procedure: 2-mercaptoethyl ether, 18.3 g (0.13 mole), was reacted with glycidyl acrylate, 34 g (0.26 mole), at 25°-35° C., to give diglycidyl 4,10-dithia-7-oxatridecanedioate according to the following reaction: ##STR7## The reactants are C12(C[C@@H](CC3=CC=CC=C13)C=O)OCCO2 ((R)-3′,4′-dihydro-2′H-spiro[[1,3]dioxolane-2,1′-naphthalene]-3′-carbaldehyde), COC=P(C1=CC=CC=C1)(C1=CC=CC=C1)C1=CC=CC=C1 ((methoxymethylene)triphenylphosphorane), CC(C)([O-])C.[K+] (potassium tert-butoxide). Run in C1CCOC1 (THF), O1CCCC1 (tetrahydrofuran), C1CCOC1 (THF). Conditions: time 30 minute. Yields the product COC=C[C@H]1CC2(C3=CC=CC=C3C1)OCCO2 ((R)-3′-(2-methoxyvinyl)-3′,4′-dihydro-2′H-spiro[[1,3]dioxolane-2,1′-naphthalene]). Yield: 77.5%. As a reaction SMILES: [CH3:1][O:2][CH:3]=P(C1C=CC=CC=1)(C1C=CC=CC=1)C1C=CC=CC=1.CC(C)([O-])C.[K+].[C:29]12([O:44][CH2:43][CH2:42][O:41]1)[C:38]1[C:33](=[CH:34][CH:35]=[CH:36][CH:37]=1)[CH2:32][C@@H:31]([CH:39]=O)[CH2:30]2>O1CCCC1>[CH3:1][O:2][CH:3]=[CH:39][C@@H:31]1[CH2:32][C:33]2[C:38](=[CH:37][CH:36]=[CH:35][CH:34]=2)[C:29]2([O:44][CH2:43][CH2:42][O:41]2)[CH2:30]1 |f:1.2|. Procedure details: To a stirred solution of (methoxymethylene)triphenylphosphorane (6.74 g, 21.99 mmol) in tetrahydrofuran (30 mL) was added drop-wise a solution of potassium tert-butoxide (3.08 g, 27.5 mmol) in THF at −30° C. under argon, and the mixture was stirred for 30 min. Then a solution of (R)-3′,4′-dihydro-2′H-spiro[[1,3]dioxolane-2,1′-naphthalene]-3′-carbaldehyde (4.0 g, 18.33 mmol) in THF was added drop-wise and reaction was stirred for 1 h at −30° C. Reaction was monitored by TLC. Reaction mixture quen... Reactants: [N+](=O)([O-])C1=CC=C(N)C=C1 (p-Nitroaniline), C(C)OC(C(C(C)=O)CC(C1=CC=CC=C1)=O)=O (3-oxo-2-(2-oxo-2-phenyl-ethyl)-butyric acid ethyl ester), CC1=CC=C(C=C1)S(=O)(=O)O (tosic acid). Solvent: C(C)O (ethanol). Reaction conditions: temperature 2.5 celsius. Yields the product C(C)OC(=O)C1=C(N(C(=C1)C1=CC=CC=C1)C1=CC=C(C=C1)[N+](=O)[O-])C (2-Methyl-1-(4-nitrophenyl)-5-phenyl-1H-pyrrole-3-carboxylic Acid Ethyl Ester). RXN SMILES: [N+:1]([C:4]1[CH:10]=[CH:9][C:7]([NH2:8])=[CH:6][CH:5]=1)([O-:3])=[O:2].[CH2:11]([O:13][C:14](=[O:28])[CH:15]([CH2:19][C:20](=O)[C:21]1[CH:26]=[CH:25][CH:24]=[CH:23][CH:22]=1)[C:16](=O)[CH3:17])[CH3:12].CC1C=CC(S(O)(=O)=O)=CC=1>C(O)C>[CH2:11]([O:13][C:14]([C:15]1[CH:19]=[C:20]([C:21]2[CH:22]=[CH:23][CH:24]=[CH:25][CH:26]=2)[N:8]([C:7]2[CH:9]=[CH:10][C:4]([N+:1]([O-:3])=[O:2])=[CH:5][CH:6]=2)[C:16]=1[CH3:17])=[O:28])[CH3:12]. Reported procedure: p-Nitroaniline (5 mmol, 0.7 g), 3-oxo-2-(2-oxo-2-phenyl-ethyl)-butyric acid ethyl ester (5 mmol, 1.25 g), and tosic acid were combined in ethanol, then heated under reflux. The reaction mixture was cooled on ice (0-5° C.), and the precipitate filtered from the reaction mixture. 1H-NMR analysis confirmed that the precipitate was the named product, (CDCl3, ppm); 1.38 t (3H), 2.45 s (3H), 4.20 q (2H), 6.80 s (1H), 6.97-7.35 bm (7H), 8.25 d (2H). The product is BrC=1C=NC2=CC(=CC=C2C1NCC(C)O)Cl (3-Bromo-7-chloro-N-(2-hydroxypropyl)-4-quinolinamine). Procedure: A mixture of 12 g of 7-chloro-N-(2-hydroxypropyl)-4-quinolinamine in 112 ml of acetic acid was stirred at room temperature and to it 8 g of bromine was added dropwise over a thirty minute period. After 1.5 hours, a solid formed which was isolated by filtration, dissolved in water and basified with sodium hydroxide, whereupon a solid formed which was collected by filtration. Recrystallization from ethanol yielded 8 g of solid with a melting point of 161°-163° C. The reactants are BrBr (bromine), ClC1=CC=C2C(=CC=NC2=C1)NCC(C)O (7-chloro-N-(2-hydroxypropyl)-4-quinolinamine), [OH-].[Na+] (sodium hydroxide). The yield is 50.6%. Run in O (water), C(C)(=O)O (acetic acid). Run at time 1.5 hour. Reaction SMILES: [Cl:1][C:2]1[CH:11]=[C:10]2[C:5]([C:6]([NH:12][CH2:13][CH:14]([OH:16])[CH3:15])=[CH:7][CH:8]=[N:9]2)=[CH:4][CH:3]=1.[Br:17]Br.[OH-].[Na+]>C(O)(=O)C.O>[Br:17][C:7]1[CH:8]=[N:9][C:10]2[C:5]([C:6]=1[NH:12][CH2:13][CH:14]([OH:16])[CH3:15])=[CH:4][CH:3]=[C:2]([Cl:1])[CH:11]=2 |f:2.3|.